This data is from the Open Reaction Database (ORD), a public repository of structured organic reaction records. The task is: describe an organic reaction: reactants, conditions, products, and yield The reactants are COC(=O)c1ccc(C(=O)NNC(C)=C2C(=O)N(c3ccc(C)c(C)c3)N=C2C(F)(F)F)cc1, CO, Cl, [Na+], [OH-], O. Reaction SMILES: [CH3:1][c:2]1[cH:3][c:4]([N:9]2[N:10]=[C:11]([C:31]([F:32])([F:33])[F:34])[C:12](=[C:15]([CH3:16])[NH:17][NH:18][C:19]([c:20]3[cH:21][cH:22][c:23]([C:26](=[O:27])[O:28][CH3:29])[cH:24][cH:25]3)=[O:30])[C:13]2=[O:14])[cH:5][cH:6][c:7]1[CH3:8].[CH3:39][OH:40].[ClH:37].[Na+:36].[OH-:35].[OH2:38]>>[CH3:1][c:2]1[cH:3][c:4]([N:9]2[N:10]=[C:11]([C:31]([F:32])([F:33])[F:34])[C:12](=[C:15]([CH3:16])[NH:17][NH:18][C:19]([c:20]3[cH:21][cH:22][c:23]([C:26](=[O:27])[OH:28])[cH:24][cH:25]3)=[O:30])[C:13]2=[O:14])[cH:5][cH:6][c:7]1[CH3:8]. Product: CC(NNC(=O)c1ccc(C(=O)O)cc1)=C1C(=O)N(c2ccc(C)c(C)c2)N=C1C(F)(F)F. Reactants: ClC1=CC=CC2=C1C(N1[C@H](C=3N2C=NC3C=3SC=C(N3)CCl)CCC1)=O ((S)-8-chloro-1-(4-chloromethyl-thiazol-2-yl)-11,12,13,13a-tetrahydro-9H-imidazo[1,5-a]pyrrolo[2,1-c][1,4]benzodiazepin-9-one), C(C=C)NCC=C (diallylamine). Solvent: O1CCCC1 (tetrahydrofuran). Reaction conditions: time 8 hour. Product: ClC1=CC=CC2=C1C(N1[C@H](C=3N2C=NC3C=3SC=C(N3)CN(CC=C)CC=C)CCC1)=O ((S)-8-chloro-1-(4-diallylaminomethyl-thiazol-2-yl)-11,12,13,13a-tetrahydro-9H-imidazo[1,5-a]pyrrolo[2,1-c][1,4]benzodiazepin-9-one). Isolated yield 55.8%. As a reaction SMILES: [Cl:1][C:2]1[C:7]2[C:8](=[O:26])[N:9]3[CH2:25][CH2:24][CH2:23][C@H:10]3[C:11]3[N:12]([CH:13]=[N:14][C:15]=3[C:16]3[S:17][CH:18]=[C:19]([CH2:21]Cl)[N:20]=3)[C:6]=2[CH:5]=[CH:4][CH:3]=1.[CH2:27]([NH:30][CH2:31][CH:32]=[CH2:33])[CH:28]=[CH2:29]>O1CCCC1>[Cl:1][C:2]1[C:7]2[C:8](=[O:26])[N:9]3[CH2:25][CH2:24][CH2:23][C@H:10]3[C:11]3[N:12]([CH:13]=[N:14][C:15]=3[C:16]3[S:17][CH:18]=[C:19]([CH2:21][N:30]([CH2:31][CH:32]=[CH2:33])[CH2:27][CH:28]=[CH2:29])[N:20]=3)[C:6]=2[CH:5]=[CH:4][CH:3]=1. Reported procedure: A solution of 0.81 g (0.002 mol) of (S)-8-chloro-1-(4-chloromethyl-thiazol-2-yl)-11,12,13,13a-tetrahydro-9H-imidazo[1,5-a]pyrrolo[2,1-c][1,4]benzodiazepin-9-one in 5 ml of tetrahydrofuran was treated with 3 ml (0.024 mol) of diallylamine and stirred at 50° for 8 hrs. All volatiles were removed in a water-jet vacuum and the residue was chromatographed over silica gel with methylene chloride/methanol 98:2 as the eluent. After recrystallization from diethyl ether there was obtained 0.52 g (55%) of ... The reactants are O=C1NC2=C(CCN1C1CCN(CC1)C(=O)O[C@H](CC1=CC3=C(NC(=N3)OC)C(=C1)C)C(=O)O)C=CC=C2 ((R)-1-carboxy-2-(2-methoxy-7-methyl-1H-benzimidazol-5-yl)-ethyl 4-(2-oxo-1,2,4,5-tetrahydro-1,3-benzodiazepin-3-yl)-piperidine-1-carboxylate), O1CCC(CC1)N1CCNCC1 (1-(tetrahydropyran-4-yl)-piperazine). Yields the product O=C1NC2=C(CCN1C1CCN(CC1)C(=O)O[C@@H](C(N1CCN(CC1)C1CCOCC1)=O)CC1=CC3=C(NC(=N3)OC)C(=C1)C)C=CC=C2 ((R)-1-(2-methoxy-7-methyl-1H-benzimidazol-5-ylmethyl)-2-oxo-2-[4-(tetrahydropyran-4-yl)-piperazin-1-yl]-ethyl 4-(2-oxo-1,2,4,5-tetrahydro-1,3-benzodiazepin-3-yl)-piperidine-1-carboxylate). RXN SMILES: [O:1]=[C:2]1[N:8]([CH:9]2[CH2:14][CH2:13][N:12]([C:15]([O:17][C@@H:18]([C:32]([OH:34])=O)[CH2:19][C:20]3[CH:30]=[C:29]([CH3:31])[C:23]4[NH:24][C:25]([O:27][CH3:28])=[N:26][C:22]=4[CH:21]=3)=[O:16])[CH2:11][CH2:10]2)[CH2:7][CH2:6][C:5]2[CH:35]=[CH:36][CH:37]=[CH:38][C:4]=2[NH:3]1.[O:39]1[CH2:44][CH2:43][CH:42]([N:45]2[CH2:50][CH2:49][NH:48][CH2:47][CH2:46]2)[CH2:41][CH2:40]1>>[O:1]=[C:2]1[N:8]([CH:9]2[CH2:10][CH2:11][N:12]([C:15]([O:17][C@H:18]([CH2:19][C:20]3[CH:30]=[C:29]([CH3:31])[C:23]4[NH:24][C:25]([O:27][CH3:28])=[N:26][C:22]=4[CH:21]=3)[C:32](=[O:34])[N:48]3[CH2:47][CH2:46][N:45]([CH:42]4[CH2:43][CH2:44][O:39][CH2:40][CH2:41]4)[CH2:50][CH2:49]3)=[O:16])[CH2:13][CH2:14]2)[CH2:7][CH2:6][C:5]2[CH:35]=[CH:36][CH:37]=[CH:38][C:4]=2[NH:3]1. Reported procedure: Prepared analogously to Example 1h from 90 mg (0.16 mmol) (R)-1-carboxy-2-(2-methoxy-7-methyl-1H-benzimidazol-5-yl)-ethyl 4-(2-oxo-1,2,4,5-tetrahydro-1,3-benzodiazepin-3-yl)-piperidine-1-carboxylate and 40 mg (0.24 mmol) 1-(tetrahydropyran-4-yl)-piperazine. Starting materials: N\C(=C/C(=O)OCCC#N)\C (2-cyanoethyl 3-aminocrotonate), C(CC(=O)C)(=O)[O-] (acetoacetate), [N+](=O)([O-])C=1C=C(C=O)C=CC1 (3-nitrobenzaldehyde), C(C)(=O)O.N1CCCCC1 (piperidine acetate). Solvent: C1=CC=CC=C1 (benzene), C(C)(C)O (isopropyl alcohol). The product is C(#N)CCOC(=O)C1=C(NC(=C(C1C1=CC(=CC=C1)[N+](=O)[O-])C(=O)O)C)C (2,6-dimethyl-4-(3-nitrophenyl)-1,4-dihydropyridine-3,5-dicarboxylic acid 3-(2-cyanoethyl) ester). Yield: 84.1%. RXN SMILES: [C:1]([O-:7])(=[O:6])[CH2:2][C:3]([CH3:5])=O.[N+:8]([C:11]1[CH:12]=[C:13]([CH:16]=[CH:17][CH:18]=1)[CH:14]=O)([O-:10])=[O:9].C(O)(=O)C.N1CCCCC1.[NH2:29]/[C:30](/[CH3:39])=[CH:31]\[C:32]([O:34][CH2:35][CH2:36][C:37]#[N:38])=[O:33]>C1C=CC=CC=1.C(O)(C)C>[C:37]([CH2:36][CH2:35][O:34][C:32]([C:31]1[CH:14]([C:13]2[CH:16]=[CH:17][CH:18]=[C:11]([N+:8]([O-:10])=[O:9])[CH:12]=2)[C:2]([C:1]([OH:7])=[O:6])=[C:3]([CH3:5])[NH:29][C:30]=1[CH3:39])=[O:33])#[N:38] |f:2.3|. Reported procedure: 20.5 g of 2-nitratopropyl acetoacetate, 15.1 g of 3-nitrobenzaldehyde and 1.5 g of piperidine acetate in 74 ml of benzene were heated at reflux under azeotropic dehydration conditions for 2 hours. The reaction solution was washed, in turn, with 25 ml of water, 25 ml of an aqueous 1N sodium bisulfite solution and 25 ml of water and dried over anhydrous sodium sulfate, and the benzene was evaporated under reduced pressure. To the residue thus obtained was added 15.4 g of 2-cyanoethyl 3-aminocroton...